Dataset: the Open Reaction Database (ORD), a public repository of structured organic reaction records. Task: describe an organic reaction: reactants, conditions, products, and yield Reactants: C(C)(=O)NC1C(C2=C(C=C(C(=C2CC1)C)F)NC(C)=O)=O (2,8-diacetylamino-6-fluoro-5-methyl-1 -tetralone), aqueous solution, Cl (hydrochloric acid), C([O-])([O-])=O.[K+].[K+] (potassium carbonate), [O-][Si](=O)[O-].[Mg+2] (Florisil). The solvent is O (water). Reaction conditions: temperature 60 celsius, time 2 hour. Yields the product C(C)(=O)NC1C(C2=C(C=C(C(=C2CC1)C)F)N)=O (2-acetylamino-8-amino-6 -fluoro-5-methyl-l-tetralone). Isolated yield 49.6%. As a reaction SMILES: [C:1]([NH:4][CH:5]1[CH2:14][CH2:13][C:12]2[C:7](=[C:8]([NH:17]C(=O)C)[CH:9]=[C:10]([F:16])[C:11]=2[CH3:15])[C:6]1=[O:21])(=[O:3])[CH3:2].Cl.C(=O)([O-])[O-].[K+].[K+].[O-][Si]([O-])=O.[Mg+2]>O>[C:1]([NH:4][CH:5]1[CH2:14][CH2:13][C:12]2[C:7](=[C:8]([NH2:17])[CH:9]=[C:10]([F:16])[C:11]=2[CH3:15])[C:6]1=[O:21])(=[O:3])[CH3:2] |f:2.3.4,5.6|. Procedure: To 8.0 g of 2,8-diacetylamino-6-fluoro-5-methyl-1 -tetralone, 120 ml of a 20% aqueous solution of hydrochloric acid were added and the mixture was stirred at an external temperature of 60° C. for 2 hours. After the completion of the reaction, the reaction mixture was cooled and was added with 100 ml of water. The resulting mixture was filtered through a Kiriyama funnel. To the filtrate, further 100 ml of water were added, followed by extraction with chloroform. To the chloroform layer so obtaine... Reactants: CC(=O)[O-], COC(=O)c1cc(S(=O)(=O)c2cc(Br)c(Cl)c([N+](=O)[O-])c2)c(SC)s1, Nc1ccccc1, [Na+], C1COCCO1. Product: COC(=O)c1cc(S(=O)(=O)c2cc(Br)c(Nc3ccccc3)c([N+](=O)[O-])c2)c(SC)s1. RXN SMILES: [CH3:34][C:35](=[O:36])[O-:37].[CH3:8][O:9][C:10](=[O:11])[c:12]1[s:13][c:14]([S:31][CH3:32])[c:15]([S:17](=[O:18])(=[O:19])[c:20]2[cH:21][c:22]([Br:30])[c:23]([Cl:29])[c:24]([N+:26](=[O:27])[O-:28])[cH:25]2)[cH:16]1.[NH2:1][c:2]1[cH:3][cH:4][cH:5][cH:6][cH:7]1.[Na+:33].[O:38]1[CH2:39][CH2:40][O:41][CH2:42][CH2:43]1>>[NH:1]([c:2]1[cH:3][cH:4][cH:5][cH:6][cH:7]1)[c:23]1[c:22]([Br:30])[cH:21][c:20]([S:17]([c:15]2[c:14]([S:31][CH3:32])[s:13][c:12]([C:10]([O:9][CH3:8])=[O:11])[cH:16]2)(=[O:18])=[O:19])[cH:25][c:24]1[N+:26](=[O:27])[O-:28]. Reactants: CC#N, Cl, [I-], [K+], O=N[O-], N#Cc1ccc(C(F)(F)F)cc1N, [Na+], O. Product: N#Cc1ccc(C(F)(F)F)cc1I. RXN SMILES: [CH3:21][C:22]#[N:23].[ClH:20].[I-:2].[K+:1].[N:3]([O-:4])=[O:5].[NH2:7][c:8]1[c:9]([C:10]#[N:11])[cH:12][cH:13][c:14]([C:16]([F:17])([F:18])[F:19])[cH:15]1.[Na+:6].[OH2:24]>>[I:2][c:8]1[c:9]([C:10]#[N:11])[cH:12][cH:13][c:14]([C:16]([F:17])([F:18])[F:19])[cH:15]1. Starting materials: N1=CC=C(C)C2=CC=CC=C12 (lepidine), BrCCCO (3-bromopropanol). Run in C(C)#N (acetonitrile). The product is [Br-].OCCC[N+]1=CC=C(C2=CC=CC=C12)C (1-(3-hydroxypropyl)-4-methylquinolinium bromide). Yield: 84.0%. RXN SMILES: [N:1]1[C:11]2[C:6](=[CH:7][CH:8]=[CH:9][CH:10]=2)[C:4]([CH3:5])=[CH:3][CH:2]=1.[Br:12][CH2:13][CH2:14][CH2:15][OH:16]>C(#N)C>[Br-:12].[OH:16][CH2:15][CH2:14][CH2:13][N+:1]1[C:11]2[C:6](=[CH:7][CH:8]=[CH:9][CH:10]=2)[C:4]([CH3:5])=[CH:3][CH:2]=1 |f:3.4|. Reported procedure: A solution mixture of lepidine (0.5 g, 3.5 mmol) and 3-bromopropanol (1.9 g, 14 mmol) in acetonitrile (15 mL) was heated to reflux overnight. After cooling to room temperature, the solvent was removed. The resulting mixture was precipitate from methanol and ethyl acetate to give the desired product 7 (0.83 g) in 84% yield. 1H NMR (400 MHz, DMSO-d6) δ 9.41 (d, J=6 Hz, 1H), 8.58 (d, J=8.8 Hz, 1H), 8.54 (dd, J=8.8 Hz, J=1.2 Hz, 1H), 8.26 (td, J=8.0 Hz, J=1.2 Hz, 1H), 8.08-8.03 (m, 2H), 5.09 (t, J=6... Starting materials: CN1C(=O)C2C(C2C)C1=O (N,3-dimethylcyclopropane-1,2-dicarboximide), Cl (hydrochloride), [OH-].[Na+] (sodium hydroxide), COCCO[AlH2-]OCCOC.[Na+] (Vitride). Run in C1=CC=CC=C1 (benzene). The product is Cl.CN1CC2(C(C2C1)C)C1=CC=CC=C1 (3,6-Dimethyl-1-phenyl-3-azabicyclo[3.1.0]hexane hydrochloride). Reaction SMILES: [CH3:1][N:2]1[C:9](=O)[CH:6]2[CH:7]([CH3:8])[CH:5]2[C:3]1=O.COCCO[AlH2-]O[CH2:18][CH2:19]OC.[Na+].[OH-].[Na+].[ClH:25]>C1C=CC=CC=1>[ClH:25].[CH3:1][N:2]1[CH2:9][CH:6]2[C:5]([C:19]3[CH:18]=[CH:7][CH:6]=[CH:5][CH:3]=3)([CH:7]2[CH3:8])[CH2:3]1 |f:1.2,3.4,7.8|. Procedure details: To a stirred solution of N,3-dimethylcyclopropane-1,2-dicarboximide (U.S. Pat. No. 3,166,571, Ex. 2) in benzene is added Vitride® for several minutes. This solution is stirred at ambient temperature for several hours, refluxed for one hour, and then cooled and combined with sodium hydroxide and worked-up and converted to the hydrochloride to give the title product. Starting materials: ClC=1C=CC(=C(C1)C1=CC(N(C=C1OC)C(C(=O)O)CCOC)=O)C#N (2-[4-(5-chloro-2-cyanophenyl)-5-methoxy-2-oxopyridin-1(2H)-yl]-4-methoxybutanoic acid), NC1=CC=C2C(N(N(C2=C1)C(=O)OC(C)(C)C)C)=O (tert-butyl 6-amino-2-methyl-3-oxo-2,3-dihydro-1H-indazole-1-carboxylate). Product: ClC=1C=CC(=C(C1)C1=CC(N(C=C1OC)C(C(=O)NC1=CC=C2C(N(N(C2=C1)C(=O)OC(C)(C)C)C)=O)CCOC)=O)C#N (tert-Butyl 6-({2-[4-(5-chloro-2-cyanophenyl)-5-methoxy-2-oxopyridin-1(2H)-yl]-4-methoxybutanoyl}amino)-2-methyl-3-oxo-2,3-dihydro-1H-indazole-1-carboxylate). RXN SMILES: [Cl:1][C:2]1[CH:3]=[CH:4][C:5]([C:25]#[N:26])=[C:6]([C:8]2[C:13]([O:14][CH3:15])=[CH:12][N:11]([CH:16]([CH2:20][CH2:21][O:22][CH3:23])[C:17](O)=[O:18])[C:10](=[O:24])[CH:9]=2)[CH:7]=1.[NH2:27][C:28]1[CH:36]=[C:35]2[C:31]([C:32](=[O:45])[N:33]([CH3:44])[N:34]2[C:37]([O:39][C:40]([CH3:43])([CH3:42])[CH3:41])=[O:38])=[CH:30][CH:29]=1>>[Cl:1][C:2]1[CH:3]=[CH:4][C:5]([C:25]#[N:26])=[C:6]([C:8]2[C:13]([O:14][CH3:15])=[CH:12][N:11]([CH:16]([CH2:20][CH2:21][O:22][CH3:23])[C:17]([NH:27][C:28]3[CH:36]=[C:35]4[C:31]([C:32](=[O:45])[N:33]([CH3:44])[N:34]4[C:37]([O:39][C:40]([CH3:41])([CH3:42])[CH3:43])=[O:38])=[CH:30][CH:29]=3)=[O:18])[C:10](=[O:24])[CH:9]=2)[CH:7]=1. Procedure: 300 mg (796 μmol) of 2-[4-(5-chloro-2-cyanophenyl)-5-methoxy-2-oxopyridin-1(2H)-yl]-4-methoxybutanoic acid (racemate) and 231 mg (876 μmol, 1.1 eq.) of tert-butyl 6-amino-2-methyl-3-oxo-2,3-dihydro-1H-indazole-1-carboxylate were reacted according to General Method 5A. The crude product was purified by flash chromatography (silica gel 50, cyclohexane/ethyl acetate mixtures). Yield: 229 mg (46% of theory) The reactants are C(=O)(OC)CCCCCCCCCCCCCCCNC1=CC=C(C(=O)OC)C=C1 (methyl 4-(15-carbomethoxypentadecylamino)benzoate), C1(=CC=C(C=C1)S(=O)(=O)O)C (p-toluenesulfonic acid), OCC(O)CO (glycerol). Yields the product C(=O)(OC)CCCCCCCCCCCCCCCNC1=CC=C(C(=O)OCC(CO)O)C=C1 (2,3-dihydroxypropyl 4-(15-carbomethoxypentadecylamino)benzoate). Reaction SMILES: [C:1]([CH2:5][CH2:6][CH2:7][CH2:8][CH2:9][CH2:10][CH2:11][CH2:12][CH2:13][CH2:14][CH2:15][CH2:16][CH2:17][CH2:18][CH2:19][NH:20][C:21]1[CH:30]=[CH:29][C:24]([C:25]([O:27][CH3:28])=[O:26])=[CH:23][CH:22]=1)([O:3][CH3:4])=[O:2].C1(C)C=CC(S(O)(=O)=O)=CC=1.[OH:42][CH2:43][CH:44](CO)[OH:45]>>[C:1]([CH2:5][CH2:6][CH2:7][CH2:8][CH2:9][CH2:10][CH2:11][CH2:12][CH2:13][CH2:14][CH2:15][CH2:16][CH2:17][CH2:18][CH2:19][NH:20][C:21]1[CH:22]=[CH:23][C:24]([C:25]([O:27][CH2:28][CH:44]([OH:45])[CH2:43][OH:42])=[O:26])=[CH:29][CH:30]=1)([O:3][CH3:4])=[O:2]. Procedure details: A mixture of 2.25 g. of methyl 4-(15-carbomethoxypentadecylamino)benzoate, 280 mg. of glycerol, and 1.37 g. of p-toluenesulfonic acid is heated at 180° C. for 4 hours and then is partitioned between ether and 3% aqueous sodium carbonate solution. The ether layer is separated, dried, and evaporated to yield 2,3-dihydroxypropyl 4-(15-carbomethoxypentadecylamino)benzoate.